This data is from the Open Reaction Database (ORD), a public repository of structured organic reaction records. The task is: describe an organic reaction: reactants, conditions, products, and yield The reactants are [H-].[Na+] (sodium hydride), ClC\C=C/CCl (cis-1,4-dichloro-2-butene), ClC\C=C/CCl (cis-1,4-dichloro-2-butene), C(#N)C=1C=C(C=CC1)NC(=O)NC1CCN(CC1)C(=O)OC(C)(C)C (N-(3-cyanophenyl)-N'-(1-(t-butoxycarbonyl)-piperidin-4-yl)urea), [H-].[Na+] (sodium hydride), suspension, CN(C=O)C (dimethylformamide). Reaction conditions: time 30 minute. The product is C(C)(C)(C)OC(=O)N1CCC(CC1)N1C(N(CC1C=C)C1=CC(=CC=C1)C(N)=N)=O (1-(1-t-butoxycarbonylpiperidin-4-yl)-3-(3-amidinophenyl)-5-ethenyl-2-imidazolidinone). Reaction SMILES: [C:1]([C:3]1[CH:4]=[C:5]([NH:9][C:10]([NH:12][CH:13]2[CH2:18][CH2:17][N:16]([C:19]([O:21][C:22]([CH3:25])([CH3:24])[CH3:23])=[O:20])[CH2:15][CH2:14]2)=[O:11])[CH:6]=[CH:7][CH:8]=1)#[N:2].[H-].[Na+].Cl[CH2:29]/[CH:30]=[CH:31]\[CH2:32]Cl.C[N:35](C)C=O>>[C:22]([O:21][C:19]([N:16]1[CH2:17][CH2:18][CH:13]([N:12]2[CH:30]([CH:31]=[CH2:32])[CH2:29][N:9]([C:5]3[CH:6]=[CH:7][CH:8]=[C:3]([C:1](=[NH:35])[NH2:2])[CH:4]=3)[C:10]2=[O:11])[CH2:14][CH2:15]1)=[O:20])([CH3:25])([CH3:24])[CH3:23] |f:1.2|. Reported procedure: A mixture of N-(3-cyanophenyl)-N'-(1-(t-butoxycarbonyl)-piperidin-4-yl)urea (0.50 g, 1.45 mmol) and sodium hydride (0.20 g of a 60% suspension in mineral oil, 8.3 mmol) in dimethylformamide was stirred at ambient temperature for 30 min. then cis-1,4-dichloro-2-butene (0.18 g, 1.44 mmol) was added. This mixture was heated at 70° C. for 4 h, after which an addition 0.2 g of 60% sodium hydride and 0.04 g of cis-1,4-dichloro-2-butene was added. The mixture was heated at 70° C. for an addition 2 h du... The reactants are CC1(C2=CC=CC(=C2OC=2C(=CC=CC12)P(C1=CC=CC=C1)C1=CC=CC=C1)P(C1=CC=CC=C1)C1=CC=CC=C1)C (9,9-Dimethyl-4,5-bis(diphenylphosphino)xanthene), BrC=1C=CC(=C(C1)N1N=CC=2C1=NC=NC2O)C (1-(5-Bromo-2-methylphenyl)-1H-pyrazolo[3,4-d]pyrimidin-4-ol), CN(C)C=O (DMF). Reagents/catalysts: C=1C=CC(=CC1)/C=C/C(=O)/C=C/C2=CC=CC=C2.C=1C=CC(=CC1)/C=C/C(=O)/C=C/C2=CC=CC=C2.C=1C=CC(=CC1)/C=C/C(=O)/C=C/C2=CC=CC=C2.[Pd].[Pd] (tris(dibenzylideneacetone)dipalladium(0)), [C-]#N.[Zn+2].[C-]#N (zinc cyanide). Run in CCOC(=O)C (EtOAc), O (water). Conditions: temperature 160 celsius. Yields the product OC1=C2C(=NC=N1)N(N=C2)C=2C=C(C#N)C=CC2C (3-(4-hydroxy-1H-pyrazolo[3,4-d]pyrimidin-1-yl)-4-methylbenzonitrile). The yield is 89.0%. As a reaction SMILES: Br[C:2]1[CH:3]=[CH:4][C:5]([CH3:18])=[C:6]([N:8]2[C:12]3=[N:13][CH:14]=[N:15][C:16]([OH:17])=[C:11]3[CH:10]=[N:9]2)[CH:7]=1.CC1(C)C2C=CC=C(P(C3C=CC=CC=3)C3C=CC=CC=3)C=2OC2C1=CC=CC=2P(C1C=CC=CC=1)C1C=CC=CC=1.[CH3:61][N:62](C=O)C>CCOC(C)=O.O.[C-]#N.[Zn+2].[C-]#N.C1C=CC(/C=C/C(/C=C/C2C=CC=CC=2)=O)=CC=1.C1C=CC(/C=C/C(/C=C/C2C=CC=CC=2)=O)=CC=1.C1C=CC(/C=C/C(/C=C/C2C=CC=CC=2)=O)=CC=1.[Pd].[Pd]>[OH:17][C:16]1[N:15]=[CH:14][N:13]=[C:12]2[N:8]([C:6]3[CH:7]=[C:2]([CH:3]=[CH:4][C:5]=3[CH3:18])[C:61]#[N:62])[N:9]=[CH:10][C:11]=12 |f:5.6.7,8.9.10.11.12|. Procedure: 1-(5-Bromo-2-methylphenyl)-1H-pyrazolo[3,4-d]pyrimidin-4-ol (Intermediate AM4) (1.38 g, 4.52 mmol), and zinc cyanide (0.478 g, 4.07 mmol) were dissolved in DMF (15 mL) and sealed into a microwave tube. The reaction mixture was evacuated and back flushed with nitrogen several times. 9,9-Dimethyl-4,5-bis(diphenylphosphino)xanthene (0.262 g, 0.45 mmol) and tris(dibenzylideneacetone)dipalladium(0) (0.207 g, 0.23 mmol) were added. The reaction was heated to 160° C. for 10 minutes in the microwave rea... The reactants are NC=1C=NC(=CC1)OC (3-Amino-6-methoxypyridine), CCOC=C(C(=O)OCC)C(=O)OCC (diethyl ethoxymethylene malonate). The solvent is C1=CC=C(C=C1)C2=CC=CC=C2.C1=CC=C(C=C1)OC2=CC=CC=C2 (Dowtherm A). Product: C(C)OC(=O)C=1C=NC2=CC=C(N=C2C1O)OC (4-Hydroxy-6-methoxy-[1,5]naphthyridine-3-carboxylic acid ethyl ester). Reaction SMILES: [NH2:1][C:2]1[CH:3]=[N:4][C:5]([O:8][CH3:9])=[CH:6][CH:7]=1.CC[O:12][CH:13]=[C:14]([C:20](OCC)=O)[C:15]([O:17][CH2:18][CH3:19])=[O:16]>C1C=CC(C2C=CC=CC=2)=CC=1.C1C=CC(OC2C=CC=CC=2)=CC=1>[CH2:18]([O:17][C:15]([C:14]1[CH:20]=[N:1][C:2]2[C:3]([C:13]=1[OH:12])=[N:4][C:5]([O:8][CH3:9])=[CH:6][CH:7]=2)=[O:16])[CH3:19] |f:2.3|. Procedure details: 3-Amino-6-methoxypyridine (12.41 g) and diethyl ethoxymethylene malonate (20.2 ml) in Dowtherm A (400 ml) was heated at reflux, under argon for 1 h. The cooled reaction mixture was poured onto pentane (1 litre). The precipiated solid was collected by filration, washing with pentane. Drying afforded the title compound (24.78 g, crude). The reactants are [Al+3], COC(=O)c1cccc(Oc2ccc(-c3c4cccc(C(F)(F)F)c4nn3Cc3ccccc3)cc2)c1, CCOCC, [H-], [H-], [H-], [H-], [Li+]. Yields the product OCc1cccc(Oc2ccc(-c3c4cccc(C(F)(F)F)c4nn3Cc3ccccc3)cc2)c1. RXN SMILES: [Al+3:39].[CH2:1]([c:2]1[cH:3][cH:4][cH:5][cH:6][cH:7]1)[n:8]1[n:9][c:10]2[c:11]([C:34]([F:35])([F:36])[F:37])[cH:12][cH:13][cH:14][c:15]2[c:16]1-[c:17]1[cH:18][cH:19][c:20]([O:21][c:22]2[cH:23][c:24]([C:25](=[O:26])[O:27][CH3:28])[cH:29][cH:30][cH:31]2)[cH:32][cH:33]1.[CH2:44]([O:45][CH2:46][CH3:47])[CH3:48].[H-:38].[H-:41].[H-:42].[H-:43].[Li+:40]>>[CH2:1]([c:2]1[cH:3][cH:4][cH:5][cH:6][cH:7]1)[n:8]1[n:9][c:10]2[c:11]([C:34]([F:35])([F:36])[F:37])[cH:12][cH:13][cH:14][c:15]2[c:16]1-[c:17]1[cH:18][cH:19][c:20]([O:21][c:22]2[cH:23][c:24]([CH2:25][OH:26])[cH:29][cH:30][cH:31]2)[cH:32][cH:33]1. Reactants: COC(=O)COCC(CC(=O)OCC)=O (ethyl 4-(methoxycarbonylmethoxy)acetoacetate), ClC1=C(C=O)C=CC=C1 (2-chlorobenzaldehyde), N\C(=C/C(=O)OC)\C (methyl 3-aminocrotonate). The solvent is CO (methanol). The product is ClC1=C(C=CC=C1)C1C(=C(NC(=C1C(=O)OC)C)COCC(=O)O)C(=O)OCC (2-{[4-(2-Chlorophenyl)-3-ethoxycarbonyl-5-methoxycarbonyl-6-methyl-1,4-dihydropyridin-2-yl]methoxy}acetic acid). Yield: 16.2%. As a reaction SMILES: C[O:2][C:3]([CH2:5][O:6][CH2:7][C:8](=O)[CH2:9][C:10]([O:12][CH2:13][CH3:14])=[O:11])=[O:4].[Cl:16][C:17]1[CH:24]=[CH:23][CH:22]=[CH:21][C:18]=1[CH:19]=O.[NH2:25]/[C:26](/[CH3:32])=[CH:27]\[C:28]([O:30][CH3:31])=[O:29]>CO>[Cl:16][C:17]1[CH:24]=[CH:23][CH:22]=[CH:21][C:18]=1[CH:19]1[C:27]([C:28]([O:30][CH3:31])=[O:29])=[C:26]([CH3:32])[NH:25][C:8]([CH2:7][O:6][CH2:5][C:3]([OH:2])=[O:4])=[C:9]1[C:10]([O:12][CH2:13][CH3:14])=[O:11]. Reported procedure: A solution of ethyl 4-(methoxycarbonylmethoxy)acetoacetate (200 g), 2-chlorobenzaldehyde (128.8 g) and methyl 3-aminocrotonate (105.4 g) in methanol (600 ml) was heated under reflux for 16 hours and then evaporated. The residue was treated with 10% aqueous sodium hydroxide solution and the mixture heated under reflux for 1.5 hours, allowed to cool to room temperature, washed three times with dichloromethane, acidified with concentrated hydrochloric acid and extracted into dichloromethane. The di... Starting materials: C1(=C(C=CC=C1)NC(=O)OC1CCN(CC1)CCN(C(CCCCCNC1=CC=C(C=C1)C(=O)N1CCN(CC1)C(=O)OC(C)(C)C)=O)C)C1=CC=CC=C1 (tert-Butyl 4-{[4-({6-[(2-{4-[(biphenyl-2-ylcarbamoyl)oxy]piperidin-1-yl}ethyl)(methyl)amino]-6-oxohexyl}amino)phenyl]carbonyl}piperazine-1-carboxylate), Cl.CO (hydrochloric acid methanol). Yields the product C1(=C(C=CC=C1)NC(OC1CCN(CC1)CCN(C(CCCCCNC1=CC=C(C=C1)C(=O)N1CCNCC1)=O)C)=O)C1=CC=CC=C1 (1-{2-[Methyl(6-{[4-(piperazin-1-ylcarbonyl)phenyl]amino}hexanoyl)amino]ethyl}piperidin-4-yl biphenyl-2-ylcarbamate). Isolated yield 77.5%. Reaction SMILES: [C:1]1([C:50]2[CH:55]=[CH:54][CH:53]=[CH:52][CH:51]=2)[CH:6]=[CH:5][CH:4]=[CH:3][C:2]=1[NH:7][C:8]([O:10][CH:11]1[CH2:16][CH2:15][N:14]([CH2:17][CH2:18][N:19]([CH3:49])[C:20](=[O:48])[CH2:21][CH2:22][CH2:23][CH2:24][CH2:25][NH:26][C:27]2[CH:32]=[CH:31][C:30]([C:33]([N:35]3[CH2:40][CH2:39][N:38](C(OC(C)(C)C)=O)[CH2:37][CH2:36]3)=[O:34])=[CH:29][CH:28]=2)[CH2:13][CH2:12]1)=[O:9].Cl.CO>>[C:1]1([C:50]2[CH:55]=[CH:54][CH:53]=[CH:52][CH:51]=2)[CH:6]=[CH:5][CH:4]=[CH:3][C:2]=1[NH:7][C:8](=[O:9])[O:10][CH:11]1[CH2:12][CH2:13][N:14]([CH2:17][CH2:18][N:19]([CH3:49])[C:20](=[O:48])[CH2:21][CH2:22][CH2:23][CH2:24][CH2:25][NH:26][C:27]2[CH:32]=[CH:31][C:30]([C:33]([N:35]3[CH2:36][CH2:37][NH:38][CH2:39][CH2:40]3)=[O:34])=[CH:29][CH:28]=2)[CH2:15][CH2:16]1 |f:1.2|. Reported procedure: The compound (98 mg, 0.130 mmol) obtained in Example 92a and 2 N hydrochloric acid-methanol (1.30 mL, 2.60 mmol) were used to give the title compound (66 mg; yield, 78%) as a white solid according to the method described in Example 89e. Starting materials: BrB(Br)Br, CC(C)=O, ClCCl, ClCCl, COc1cc(C=O)cc(F)c1O. Product: O=Cc1cc(O)c(O)c(F)c1. RXN SMILES: [B:13]([Br:14])([Br:15])[Br:16].[CH3:20][C:21]([CH3:22])=[O:23].[Cl:17][CH2:18][Cl:19].[Cl:24][CH2:25][Cl:26].[F:1][c:2]1[cH:3][c:4]([CH:5]=[O:6])[cH:7][c:8]([O:11][CH3:12])[c:9]1[OH:10]>>[F:1][c:2]1[cH:3][c:4]([CH:5]=[O:6])[cH:7][c:8]([OH:11])[c:9]1[OH:10]. Reactants: NC1=C2N=C(N(C2=NC(=N1)OCCCC)CC=1C=C(C=CC1)CP(OCC)(=O)C)Br (ethyl (3-((6-amino-8-bromo-2-butoxy-9H-purin-9-yl)methyl)phenyl)methyl(methyl)phosphinate), C[O-].[Na+] (sodium methoxide). Solvent: CO (methanol). Conditions: temperature 70 celsius, time 16 hour. Yields the product NC1=C2N=C(N(C2=NC(=N1)OCCCC)CC=1C=C(C=CC1)CP(OC)(=O)C)O (methyl (3-((6-amino-2-butoxy-8-hydroxy-9H-purin-9-yl)methyl)phenyl)methyl(methyl)phosphinate). As a reaction SMILES: [NH2:1][C:2]1[N:10]=[C:9]([O:11][CH2:12][CH2:13][CH2:14][CH3:15])[N:8]=[C:7]2[C:3]=1[N:4]=[C:5](Br)[N:6]2[CH2:16][C:17]1[CH:18]=[C:19]([CH2:23][P:24]([CH3:29])(=[O:28])[O:25][CH2:26]C)[CH:20]=[CH:21][CH:22]=1.C[O-:32].[Na+]>CO>[NH2:1][C:2]1[N:10]=[C:9]([O:11][CH2:12][CH2:13][CH2:14][CH3:15])[N:8]=[C:7]2[C:3]=1[N:4]=[C:5]([OH:32])[N:6]2[CH2:16][C:17]1[CH:18]=[C:19]([CH2:23][P:24]([CH3:29])(=[O:28])[O:25][CH3:26])[CH:20]=[CH:21][CH:22]=1 |f:1.2|. Reported procedure: To a solution of 69 (130.4, 0.26 mmol) in methanol (10 mL) was slowly added sodium methoxide (283.8 mg, 5.25 mmol). The mixture was heated to 70° C. for 3 hours at which time Dowex resin was added to quench any remaining methoxide. The resin was filtered off and the solvent evaporated. The product was stirred in 6N HCl over night (16 hr) after which time the solvent was evaporated to give 70 as a white solid, the crude product was carried through to the next step. LCMS: m/z for C20H28N5O4P++H ob...